This data is from the Open Reaction Database (ORD), a public repository of structured organic reaction records. The task is: describe an organic reaction: reactants, conditions, products, and yield The reactants are bis-benzoin, C(C1=CC=C(C=O)C=C1)=O (terephthalaldehyde), C(C1=CC=CC=C1)=O (benzaldehyde), [C-]#N.[K+] (potassium cyanide). Yields the product C1(=CC=CC=C1)C(C(=O)C1=CC=C(C=C1)C(C(=O)C1=CC=CC=C1)=O)=O (1,4-bis (phenylglyoxyloyl) benzene). As a reaction SMILES: [CH:1](=[O:10])[C:2]1[CH:9]=[CH:8][C:5]([CH:6]=[O:7])=[CH:4][CH:3]=1.[CH:11](=[O:18])[C:12]1[CH:17]=[CH:16][CH:15]=[CH:14][CH:13]=1.[C-]#N.[K+]>>[C:5]1([C:6](=[O:7])[C:6]([C:5]2[CH:8]=[CH:9][C:2]([C:1](=[O:10])[C:11]([C:12]3[CH:17]=[CH:16][CH:15]=[CH:14][CH:13]=3)=[O:18])=[CH:3][CH:4]=2)=[O:7])[CH:8]=[CH:9][CH:2]=[CH:3][CH:4]=1 |f:2.3|. Reported procedure: The benzoinic condensation of terephthalaldehyde (625 g) with benzaldehyde (2000 g) is effected in conditions strictly identical to those of example 1, while using 300 g of potassium cyanide, which represents 50% of the stoichiometrical proportion. The yield of pure bis-benzoin is 1516 g (94%). This product, when oxidized, yields 90% of very pure 1,4-bis (phenylglyoxyloyl) benzene. The tetraketone yield thus averages 85% with respect to the reacted terephthalic aldehyde. The reactants are C1=CCCCC1, CC(CCl)Cc1ccccc1, ClC(Cl)Cl, O=S(=O)(O)O. The product is CC(CCl)Cc1ccc(C2CCCCC2)cc1. As a reaction SMILES: [CH2:1]1[CH2:2][CH2:3][CH:4]=[CH:5][CH2:6]1.[CH3:7][CH:8]([CH2:9][Cl:10])[CH2:11][c:12]1[cH:13][cH:14][cH:15][cH:16][cH:17]1.[Cl:23][CH:24]([Cl:25])[Cl:26].[S:18](=[O:19])(=[O:20])([OH:21])[OH:22]>>[CH2:1]1[CH2:2][CH2:3][CH:4]([c:15]2[cH:14][cH:13][c:12]([CH2:11][CH:8]([CH3:7])[CH2:9][Cl:10])[cH:17][cH:16]2)[CH2:5][CH2:6]1. Starting materials: C1CCOC1, CCN1c2ncc(CCO)cc2C(=O)Nc2c(C)cc(Cl)nc21, CCOC(=O)N=NC(=O)OCC, Oc1ccnc2ccccc12, c1ccc(P(c2ccccc2)c2ccccc2)cc1. The product is CCN1c2ncc(CCOc3ccnc4ccccc34)cc2C(=O)Nc2c(C)cc(Cl)nc21. As a reaction SMILES: [CH2:66]1[O:67][CH2:68][CH2:69][CH2:70]1.[Cl:13][c:14]1[cH:15][c:16]([CH3:35])[c:17]2[c:23]([n:24]1)[N:22]([CH2:25][CH3:26])[c:21]1[c:20]([cH:30][c:29]([CH2:31][CH2:32][OH:33])[cH:28][n:27]1)[C:19](=[O:34])[NH:18]2.[O:1]=[C:2]([O:3][CH2:4][CH3:5])[N:6]=[N:7][C:8]([O:9][CH2:10][CH3:11])=[O:12].[OH:36][c:37]1[cH:38][cH:39][n:40][c:41]2[cH:42][cH:43][cH:44][cH:45][c:46]12.[c:47]1([P:48]([c:49]2[cH:50][cH:51][cH:52][cH:53][cH:54]2)[c:55]2[cH:56][cH:57][cH:58][cH:59][cH:60]2)[cH:61][cH:62][cH:63][cH:64][cH:65]1>>[Cl:13][c:14]1[cH:15][c:16]([CH3:35])[c:17]2[c:23]([n:24]1)[N:22]([CH2:25][CH3:26])[c:21]1[c:20]([cH:30][c:29]([CH2:31][CH2:32][O:33][c:37]3[cH:38][cH:39][n:40][c:41]4[cH:42][cH:43][cH:44][cH:45][c:46]34)[cH:28][n:27]1)[C:19](=[O:34])[NH:18]2.